From a dataset of the Open Reaction Database (ORD), a public repository of structured organic reaction records. describe an organic reaction: reactants, conditions, products, and yield The product is CC(C)C(=O)Nc1cccc(C2CCN(CCCCCCN)CC2)c1. RXN SMILES: [NH2:37][NH2:38].[O:1]=[C:2]1[N:3]([CH2:12][CH2:13][CH2:14][CH2:15][CH2:16][CH2:17][N:18]2[CH2:19][CH2:20][CH:21]([c:24]3[cH:25][c:26]([NH:30][C:31]([CH:32]([CH3:33])[CH3:34])=[O:35])[cH:27][cH:28][cH:29]3)[CH2:22][CH2:23]2)[C:10](=[O:11])[c:5]2[c:4]1[cH:9][cH:8][cH:7][cH:6]2.[OH2:36]>>[NH2:3][CH2:12][CH2:13][CH2:14][CH2:15][CH2:16][CH2:17][N:18]1[CH2:19][CH2:20][CH:21]([c:24]2[cH:25][c:26]([NH:30][C:31]([CH:32]([CH3:33])[CH3:34])=[O:35])[cH:27][cH:28][cH:29]2)[CH2:22][CH2:23]1. The reactants are NN, CC(C)C(=O)Nc1cccc(C2CCN(CCCCCCN3C(=O)c4ccccc4C3=O)CC2)c1, O. The reactants are ClC=1C=C(C(=NC1)F)C1=NC(=NC(=N1)C)N (4-(5-chloro-2-fluoropyridin-3-yl)-6-methyl-1,3,5-triazin-2-amine), NC1=CC(=C(C=C1)NC(C)=O)F (N-(4-amino-2-fluorophenyl)acetamide), C[Si](C)(C)[N-][Si](C)(C)C.[Li+] (Lithium bis(trimethylsilyl)amide), solution. Run in C1CCOC1 (THF), O1CCCC1 (tetrahydrofuran). Conditions: temperature 0 celsius, time 10 minute. Yields the product NC1=NC(=NC(=N1)C)C=1C(=NC=C(C1)Cl)NC1=CC(=C(C=C1)NC(C)=O)F (N-(4-(3-(4-Amino-6-Methyl-1,3,5-Triazin-2-yl)-5-Chloropyridin-2-Ylamino)-2-Fluorophenyl)Acetamide). Yield: 24.7%. RXN SMILES: [NH2:1][C:2]1[CH:7]=[CH:6][C:5]([NH:8][C:9](=[O:11])[CH3:10])=[C:4]([F:12])[CH:3]=1.C[Si]([N-][Si](C)(C)C)(C)C.[Li+].[Cl:23][C:24]1[CH:25]=[C:26]([C:31]2[N:36]=[C:35]([CH3:37])[N:34]=[C:33]([NH2:38])[N:32]=2)[C:27](F)=[N:28][CH:29]=1>C1COCC1>[NH2:38][C:33]1[N:34]=[C:35]([CH3:37])[N:36]=[C:31]([C:26]2[C:27]([NH:1][C:2]3[CH:7]=[CH:6][C:5]([NH:8][C:9](=[O:11])[CH3:10])=[C:4]([F:12])[CH:3]=3)=[N:28][CH:29]=[C:24]([Cl:23])[CH:25]=2)[N:32]=1 |f:1.2|. Procedure details: A mixture of N-(4-amino-2-fluorophenyl)acetamide (0.084 g, 0.501 mmol) in THF (5 mL) was cooled to 0° C. under N2. Lithium bis(trimethylsilyl)amide, 1.0 M solution in tetrahydrofuran (Aldrich) (0.487 mL, 2.504 mmol) was added and the mixture was stirred at 0° C. for 30 min before 4-(5-chloro-2-fluoropyridin-3-yl)-6-methyl-1,3,5-triazin-2-amine (0.100 g, 0.417 mmol) was added. The resulting mixture was stirred at 0° C. for 10 min and then removed from the ice bath and stirred for 2 h. The reactio...